This data is from the Open Reaction Database (ORD), a public repository of structured organic reaction records. The task is: describe an organic reaction: reactants, conditions, products, and yield Starting materials: C(C1=CC=CC=C1)OC1=C(C(=NC2=C(C=C(C=C12)C(C)CC)C=O)C)C (4-benzyloxy-6-s-butyl-8-formyl-2,3-dimethylquinoline), C(O)([O-])=O.[Na+] (sodium hydrogencarbonate). Solvent: S(O)(O)(=O)=O (sulfuric acid). Reaction conditions: temperature 100 celsius, time 1 hour. Product: OC1=C(C(=NC2=C(C=C(C=C12)C(C)CC)C=O)C)C (4-hydroxy-6-s-butyl-8-formyl-2,3-dimethylquinoline). Reaction SMILES: C([O:8][C:9]1[C:18]2[C:13](=[C:14]([CH:23]=[O:24])[CH:15]=[C:16]([CH:19]([CH2:21][CH3:22])[CH3:20])[CH:17]=2)[N:12]=[C:11]([CH3:25])[C:10]=1[CH3:26])C1C=CC=CC=1.C(=O)([O-])O.[Na+]>S(=O)(=O)(O)O>[OH:8][C:9]1[C:18]2[C:13](=[C:14]([CH:23]=[O:24])[CH:15]=[C:16]([CH:19]([CH2:21][CH3:22])[CH3:20])[CH:17]=2)[N:12]=[C:11]([CH3:25])[C:10]=1[CH3:26] |f:1.2|. Procedure details: 800 Milligrams of the resultant 4-benzyloxy-6-s-butyl-8-formyl-2,3-dimethylquinoline was dissolved in 2.5 ml of 20% sulfuric acid and stirred at 100° C. for 1 hour. After cooling to room temperature, the reaction mixture was neutralized with an aqueous saturated sodium hydrogencarbonate solution to produce precipitates, which were washed with water and n-hexane and then dried under reduced pressure to obtain 490 mg of 4-hydroxy-6-s-butyl-8-formyl-2,3-dimethylquinoline. 440 Milligrams of 4-hydrox...